From a dataset of the Open Reaction Database (ORD), a public repository of structured organic reaction records. describe an organic reaction: reactants, conditions, products, and yield Reactants: O=C1CCC(=O)N1Br, COc1ccc2nccc(C)c2c1, CC(C)(C#N)N=NC(C)(C)C#N, c1ccccc1. Product: COc1ccc2nccc(CBr)c2c1. As a reaction SMILES: [Br:1][N:2]1[C:3](=[O:4])[CH2:5][CH2:6][C:7]1=[O:8].[CH3:21][O:22][c:23]1[cH:24][c:25]2[c:26]([CH3:33])[cH:27][cH:28][n:29][c:30]2[cH:31][cH:32]1.[N:9]([C:10]([CH3:11])([CH3:12])[C:13]#[N:14])=[N:15][C:16]([CH3:17])([CH3:18])[C:19]#[N:20].[cH:34]1[cH:35][cH:36][cH:37][cH:38][cH:39]1>>[Br:1][CH2:33][c:26]1[c:25]2[cH:24][c:23]([O:22][CH3:21])[cH:32][cH:31][c:30]2[n:29][cH:28][cH:27]1. The reactants are CC(C)(C)OC(=O)NC(CC1CCCCC1)C(=O)C=[N+]=[N-], Cl, C1COCCO1. The product is CC(C)(C)OC(=O)NC(CC1CCCCC1)C(=O)CCl. RXN SMILES: [CH:1]1([CH2:7][CH:8]([C:9]([CH:10]=[N+:11]=[N-:12])=[O:13])[NH:14][C:15]([O:16][C:17]([CH3:18])([CH3:19])[CH3:20])=[O:21])[CH2:2][CH2:3][CH2:4][CH2:5][CH2:6]1.[ClH:22].[O:23]1[CH2:24][CH2:25][O:26][CH2:27][CH2:28]1>>[CH:1]1([CH2:7][CH:8]([C:9]([CH2:10][Cl:22])=[O:13])[NH:14][C:15]([O:16][C:17]([CH3:18])([CH3:19])[CH3:20])=[O:21])[CH2:2][CH2:3][CH2:4][CH2:5][CH2:6]1. The product is NC1(C(CC2=CC=CC=C12)O)C(=O)OC (methyl rac-(1R,2R)-1-amino-2-hydroxyindane-1-carboxylate). Run in C(C)(=O)OCC (ethyl acetate), O (water), O (water), CO (methanol). Procedure details: To 500 mg of methyl 6,6a-dihydro-1aH-indeno[1,2-b]oxirene-1a-carboxylate were added 860 mg of sodium azide, 309 mg of ammonium chloride, 4 ml of methanol, and 0.5 ml of water, followed by stirring at 80° C. for 2 hours. To the reaction mixture were added a saturated aqueous sodium hydrogen carbonate solution, water, and ethyl acetate to carry out a layer separation operation, and the organic layer was dried over anhydrous magnesium sulfate. To a solution of the obtained intermediate product in e... Reactants: C(O)([O-])=O.[Na+] (sodium hydrogen carbonate), O1C2(C1CC=1C=CC=CC12)C(=O)OC (methyl 6,6a-dihydro-1aH-indeno[1,2-b]oxirene-1a-carboxylate), [N-]=[N+]=[N-].[Na+] (sodium azide), [Cl-].[NH4+] (ammonium chloride). Isolated yield 93.6%. As a reaction SMILES: [O:1]1[CH:3]2[CH2:4][C:5]3[CH:6]=[CH:7][CH:8]=[CH:9][C:10]=3[C:2]12[C:11]([O:13][CH3:14])=[O:12].[N-:15]=[N+]=[N-].[Na+].[Cl-].[NH4+].C(=O)([O-])O.[Na+]>C(OCC)(=O)C.O.CO>[NH2:15][C:2]1([C:11]([O:13][CH3:14])=[O:12])[C:10]2[C:5](=[CH:6][CH:7]=[CH:8][CH:9]=2)[CH2:4][CH:3]1[OH:1] |f:1.2,3.4,5.6|. Run at temperature 80 celsius, time 2 hour. Reactants: Cc1ccc(S(=O)(=O)Oc2cc(-c3ccccc3)nn2C)cc1, CCCCCCC, ClCCl, C#Cc1ccccc1. The product is Cn1nc(-c2ccccc2)cc1C#Cc1ccccc1. As a reaction SMILES: [CH3:1][n:2]1[n:3][c:4](-[c:18]2[cH:19][cH:20][cH:21][cH:22][cH:23]2)[cH:5][c:6]1[O:7][S:8]([c:9]1[cH:10][cH:11][c:12]([CH3:13])[cH:14][cH:15]1)(=[O:16])=[O:17].[CH3:32][CH2:33][CH2:34][CH2:35][CH2:36][CH2:37][CH3:38].[Cl:39][CH2:40][Cl:41].[c:24]1([C:30]#[CH:31])[cH:25][cH:26][cH:27][cH:28][cH:29]1>>[CH3:1][n:2]1[n:3][c:4](-[c:18]2[cH:19][cH:20][cH:21][cH:22][cH:23]2)[cH:5][c:6]1[C:31]#[C:30][c:24]1[cH:25][cH:26][cH:27][cH:28][cH:29]1.